Dataset: the Open Reaction Database (ORD), a public repository of structured organic reaction records. Task: describe an organic reaction: reactants, conditions, products, and yield As a reaction SMILES: [CH3:44][CH2:45][OH:46].[Cl:1][c:2]1[cH:3][c:4]([B:9]([OH:10])[OH:11])[cH:5][cH:6][c:7]1[F:8].[F:12][C:13]([F:14])([F:15])[S:16]([O:17][c:18]1[cH:19][cH:20][c:21]([CH:24]2[CH2:25][CH2:26][CH2:27][N:28]3[C:29]2=[N:30][S:31](=[O:34])(=[O:35])[CH2:32][CH2:33]3)[cH:22][cH:23]1)(=[O:36])=[O:37].[Na+:38].[Na+:39].[O-:40][C:41](=[O:42])[O-:43].[O:48]=[CH:49][N:50]([CH3:51])[CH3:52].[OH2:47].[cH:53]1[cH:54][cH:55][c:56]([P:57]([Pd:58]([P:59]([c:60]2[cH:61][cH:62][cH:63][cH:64][cH:65]2)([c:66]2[cH:67][cH:68][cH:69][cH:70][cH:71]2)[c:72]2[cH:73][cH:74][cH:75][cH:76][cH:77]2)([P:78]([c:79]2[cH:80][cH:81][cH:82][cH:83][cH:84]2)([c:85]2[cH:86][cH:87][cH:88][cH:89][cH:90]2)[c:91]2[cH:92][cH:93][cH:94][cH:95][cH:96]2)[P:97]([c:98]2[cH:99][cH:100][cH:101][cH:102][cH:103]2)([c:104]2[cH:105][cH:106][cH:107][cH:108][cH:109]2)[c:110]2[cH:111][cH:112][cH:113][cH:114][cH:115]2)([c:116]2[cH:117][cH:118][cH:119][cH:120][cH:121]2)[c:122]2[cH:123][cH:124][cH:125][cH:126][cH:127]2)[cH:128][cH:129]1>>[Cl:1][c:2]1[cH:3][c:4](-[c:18]2[cH:19][cH:20][c:21]([CH:24]3[CH2:25][CH2:26][CH2:27][N:28]4[C:29]3=[N:30][S:31](=[O:34])(=[O:35])[CH2:32][CH2:33]4)[cH:22][cH:23]2)[cH:5][cH:6][c:7]1[F:8]. Reactants: CCO, OB(O)c1ccc(F)c(Cl)c1, O=S1(=O)CCN2CCCC(c3ccc(OS(=O)(=O)C(F)(F)F)cc3)C2=N1, [Na+], [Na+], O=C([O-])[O-], CN(C)C=O, O, c1ccc(P(c2ccccc2)(c2ccccc2)[Pd](P(c2ccccc2)(c2ccccc2)c2ccccc2)(P(c2ccccc2)(c2ccccc2)c2ccccc2)P(c2ccccc2)(c2ccccc2)c2ccccc2)cc1. Product: O=S1(=O)CCN2CCCC(c3ccc(-c4ccc(F)c(Cl)c4)cc3)C2=N1. Reactants: OC=1C=C(C=CC1O)C(C(=O)O)O (2-(3,4-Dihydroxyphenyl)-2-hydroxyacetic acid), ON1C(CCC1=O)=O (N-hydroxysuccinimide), Cl.OC=1C=C(C=CC1O)CCN (2-(3,4-dihydroxyphenyl)ethylamine hydrochloride), C(O)([O-])=O.[Na+] (Sodium hydrogencarbonate), C1(CCCCC1)N=C=NC1CCCCC1 (N,N′-dicyclohexylcarbodiimide), Cl (hydrochloric acid). The solvent is O1CCOCC1 (1,4-dioxane), O (water). Run at time 16 hour. Product: OC=1C=C(CCNC(C(O)C2=CC(=C(C=C2)O)O)=O)C=CC1O (N-(3,4-dihydroxyphenethyl)-2-(3,4-dihydroxyphenyl)-2-hydroxyacetamide). Reaction SMILES: [OH:1][C:2]1[CH:3]=[C:4]([CH:9]([OH:13])[C:10]([OH:12])=O)[CH:5]=[CH:6][C:7]=1[OH:8].ON1C(=O)CCC1=O.C1(N=C=NC2CCCCC2)CCCCC1.Cl.[OH:38][C:39]1[CH:40]=[C:41]([CH2:46][CH2:47][NH2:48])[CH:42]=[CH:43][C:44]=1[OH:45].C(=O)([O-])O.[Na+].Cl>O1CCOCC1.O>[OH:38][C:39]1[CH:40]=[C:41]([CH:42]=[CH:43][C:44]=1[OH:45])[CH2:46][CH2:47][NH:48][C:10](=[O:12])[CH:9]([C:4]1[CH:5]=[CH:6][C:7]([OH:8])=[C:2]([OH:1])[CH:3]=1)[OH:13] |f:3.4,5.6|. Procedure details: 2-(3,4-Dihydroxyphenyl)-2-hydroxyacetic acid (300 mg, 1.63 mmol) and N-hydroxysuccinimide (188 mg, 1.63 mmol) were dissolved in 1,4-dioxane (20 ml) under nitrogen, and N,N′-dicyclohexylcarbodiimide (336 mg, 1.63 mmol) was added to the mixture at room temperature, which was stirred at this temperature for 16 h. The by-product which precipitated out was filtered off, and the filtrate was added to a solution of 2-(3,4-dihydroxyphenyl)ethylamine hydrochloride (309 mg, 1.63 mmol) in water (20 ml). So... Reactants: C1CCOC1, [Li]CCCC, CCCCCC, CC=O, C#Cc1ccccc1. Yields the product CC(O)C#Cc1ccccc1. Reaction SMILES: [CH2:23]1[O:24][CH2:25][CH2:26][CH2:27]1.[CH2:9]([Li:10])[CH2:11][CH2:12][CH3:13].[CH3:14][CH2:15][CH2:16][CH2:17][CH2:18][CH3:19].[CH:20]([CH3:21])=[O:22].[c:1]1([C:7]#[CH:8])[cH:2][cH:3][cH:4][cH:5][cH:6]1>>[c:1]1([C:7]#[C:8][CH:20]([CH3:21])[OH:22])[cH:2][cH:3][cH:4][cH:5][cH:6]1. The reactants are C(C)(=O)OCC (ethyl acetate), NC1=C(C(=NN1)C)C#N (5-amino-3-methyl-1H-pyrazole-4-carbonitrile), CN(C=CC(=O)C=1C=CC(=C(C1)N(S(=O)(=O)C)C)Cl)C (N-[5-(3-dimethylamino-acryloyl)-2-chloro-phenyl]-N-methyl-methanesulfonamide). The solvent is C(C)(=O)O (acetic acid). The product is ClC1=C(C=C(C=C1)C1=CC=NC=2N1N=C(C2C#N)C)N(S(=O)(=O)C)C (N-{2-chloro-5-[3-cyano-2-methyl-pyrazolo[1,5-a]pyrimidin-7-yl]-phenyl}-N-methyl-methanesulfonamide). Isolated yield 60.7%. As a reaction SMILES: [NH2:1][C:2]1[NH:6][N:5]=[C:4]([CH3:7])[C:3]=1[C:8]#[N:9].CN(C)[CH:12]=[CH:13][C:14]([C:16]1[CH:17]=[CH:18][C:19]([Cl:28])=[C:20]([N:22]([CH3:27])[S:23]([CH3:26])(=[O:25])=[O:24])[CH:21]=1)=O.C(OCC)(=O)C>C(O)(=O)C>[Cl:28][C:19]1[CH:18]=[CH:17][C:16]([C:14]2[N:6]3[N:5]=[C:4]([CH3:7])[C:3]([C:8]#[N:9])=[C:2]3[N:1]=[CH:12][CH:13]=2)=[CH:21][C:20]=1[N:22]([CH3:27])[S:23]([CH3:26])(=[O:25])=[O:24]. Reported procedure: A mixture of 0.048 g (0.39 mmol) of 5-amino-3-methyl-1H-pyrazole-4-carbonitrile and 0.124 g (0.39 mmol) of N-[5-(3-dimethylamino-acryloyl)-2-chloro-phenyl]-N-methyl-methanesulfonamide in 12 mL of glacial acetic acid was refluxed for 1.5 hours and then the solvent was removed by reduced pressure distillation. To the resulting residue were added 15 mL of dichloromethane and 10 mL of saturated sodium bicarbonate solution. The two layers were separated, and the aqueous layer was washed with 10 mL of... Reactants: C(C=1C(N)=CC=CC1)#N (Anthranilonitrile), C1(CCCC1)=O (cyclopentanone), B(F)(F)F.CCOCC (boron trifluoride diethyl etherate). Product: NC1=C2C(=NC=3C=CC=CC13)CCC2 (9-Amino-2,3-dihydro-[1H ]-cyclopenta-[b]-quinoline). RXN SMILES: [C:1](#[N:9])[C:2]1[C:3](=[CH:5][CH:6]=[CH:7][CH:8]=1)[NH2:4].[C:10]1(=O)[CH2:14][CH2:13][CH2:12][CH2:11]1.B(F)(F)F.CCOCC>>[NH2:9][C:1]1[C:2]2[CH:8]=[CH:7][CH:6]=[CH:5][C:3]=2[N:4]=[C:11]2[CH2:12][CH2:13][CH2:14][C:10]=12 |f:2.3|. Procedure: Anthranilonitrile (5.0 g, 42.3 mmol), cyclopentanone (4.1 g, 46.7 mmol), boron trifluoride diethyl etherate (1M, 10 ml, 81.8mmol) were treated according to the general procedure to give the title compound. Starting materials: CC#N, Cl, CCOC(=O)C1CCCCC1N. The product is Cl, NC1CCCCC1C(=O)O. RXN SMILES: [CH3:14][C:15]#[N:16].[ClH:13].[NH2:1][CH:2]1[CH:3]([C:8](=[O:9])[O:10][CH2:11][CH3:12])[CH2:4][CH2:5][CH2:6][CH2:7]1>>[ClH:13].[NH2:1][CH:2]1[CH:3]([C:8](=[O:9])[OH:10])[CH2:4][CH2:5][CH2:6][CH2:7]1. Starting materials: CC(C)(C)[Si](C)(C)Cl, ClCCl, Cl, O=C1c2ccccc2C(=O)N1OCCCO, c1c[nH]cn1. Product: CC(C)(C)[Si](C)(C)OCCCON1C(=O)c2ccccc2C1=O. RXN SMILES: [C:22]([CH3:23])([CH3:24])([CH3:25])[Si:26]([CH3:27])([CH3:28])[Cl:29].[Cl:31][CH2:32][Cl:33].[ClH:30].[OH:1][CH2:2][CH2:3][CH2:4][O:5][N:6]1[C:7](=[O:16])[c:8]2[cH:9][cH:10][cH:11][cH:12][c:13]2[C:14]1=[O:15].[nH:17]1[cH:18][cH:19][n:20][cH:21]1>>[O:1]([CH2:2][CH2:3][CH2:4][O:5][N:6]1[C:7](=[O:16])[c:8]2[cH:9][cH:10][cH:11][cH:12][c:13]2[C:14]1=[O:15])[Si:26]([C:22]([CH3:23])([CH3:24])[CH3:25])([CH3:27])[CH3:28].